Dataset: the Open Reaction Database (ORD), a public repository of structured organic reaction records. Task: describe an organic reaction: reactants, conditions, products, and yield Reactants: C(C1=CC=CC=C1)OC1=CC=C(CN2C(CCC2C2=C(C=CC=C2OC)OC)=O)C=C1 (1-(4-(benzyloxy)benzyl)-5-(2,6-dimethoxyphenyl)pyrrolidin-2-one), Pd(C). Run in CO (MeOH). Conditions: time 24 hour. Yields the product COC1=C(C(=CC=C1)OC)C1CCC(N1CC1=CC=C(C=C1)O)=O (5-(2,6-dimethoxyphenyl)-1-(4-hydroxybenzyl)pyrrolidin-2-one). RXN SMILES: C([O:8][C:9]1[CH:31]=[CH:30][C:12]([CH2:13][N:14]2[CH:18]([C:19]3[C:24]([O:25][CH3:26])=[CH:23][CH:22]=[CH:21][C:20]=3[O:27][CH3:28])[CH2:17][CH2:16][C:15]2=[O:29])=[CH:11][CH:10]=1)C1C=CC=CC=1>CO>[CH3:28][O:27][C:20]1[CH:21]=[CH:22][CH:23]=[C:24]([O:25][CH3:26])[C:19]=1[CH:18]1[N:14]([CH2:13][C:12]2[CH:11]=[CH:10][C:9]([OH:8])=[CH:31][CH:30]=2)[C:15](=[O:29])[CH2:16][CH2:17]1. Procedure: A mixture of 1-(4-(benzyloxy)benzyl)-5-(2,6-dimethoxyphenyl)pyrrolidin-2-one (316 mg; 0.75 mmol), and 10% Pd(C) (90 mg) in anh. MeOH (4 ml) was stirred at rt, under hydrogen atmosphere (1 atm), for 24 h. Filtration over a pad of celite, concentration to dryness under reduced pressure, and additional drying under HV afforded 5-(2,6-dimethoxyphenyl)-1-(4-hydroxybenzyl)pyrrolidin-2-one as a colorless solid (120 mg; 48%). LC-MS (conditions A): tR=0.67 min.; [M+H]+: 328.10 g/mol. Reactants: O=CCC(CC=O)c1cccc(Br)c1, C1CCOC1, CC(=O)[O-], [Cl-], Cl, [NH4+], [Na+], COC(=O)CC(=O)CC(=O)OC, O. The product is COC(=O)C1C(=O)C(C(=O)OC)C2CC(c3cccc(Br)c3)CC1N2. As a reaction SMILES: [Br:1][c:2]1[cH:3][c:4]([CH:8]([CH2:9][CH:10]=[O:14])[CH2:12][CH:13]=[O:11])[cH:5][cH:6][cH:7]1.[CH2:34]1[O:35][CH2:36][CH2:37][CH2:38]1.[CH3:30][C:31](=[O:32])[O-:33].[Cl-:27].[ClH:39].[NH4+:28].[Na+:29].[O:15]=[C:16]([CH2:17][C:18](=[O:19])[O:20][CH3:21])[CH2:22][C:23](=[O:24])[O:25][CH3:26].[OH2:40]>>[Br:1][c:2]1[cH:3][c:4]([CH:8]2[CH2:9][CH:10]3[CH:22]([C:23](=[O:24])[O:25][CH3:26])[C:16](=[O:15])[CH:17]([C:18](=[O:19])[O:20][CH3:21])[CH:13]([CH2:12]2)[NH:28]3)[cH:5][cH:6][cH:7]1. Reactants: C1CCOC1, COC(=O)Cc1ccc(OC)cc1C#N, O. The product is COc1ccc(CC(=O)O)c(C#N)c1. RXN SMILES: [CH2:17]1[O:18][CH2:19][CH2:20][CH2:21]1.[CH3:1][O:2][C:3]([CH2:4][c:5]1[c:6]([C:13]#[N:14])[cH:7][c:8]([O:11][CH3:12])[cH:9][cH:10]1)=[O:15].[OH2:16]>>[O:2]=[C:3]([CH2:4][c:5]1[c:6]([C:13]#[N:14])[cH:7][c:8]([O:11][CH3:12])[cH:9][cH:10]1)[OH:15]. The reactants are CCN1C=C(C(=O)C2=C1N=C(N=C2)N3CCNCC3)C(=O)O (Pipemidic acid), ClC1=C(C=CC=C1Cl)N=C=S (2,3-dichlorophenyl isothiocyanate). As a reaction SMILES: [CH3:1][CH2:2][N:3]1[C:9]2[N:10]=[C:11]([N:14]3[CH2:19][CH2:18][NH:17][CH2:16][CH2:15]3)[N:12]=[CH:13][C:8]=2[C:6](=[O:7])[C:5]([C:20]([OH:22])=[O:21])=[CH:4]1.[Cl:23][C:24]1[C:29]([Cl:30])=[CH:28][CH:27]=[CH:26][C:25]=1[N:31]=[C:32]=[S:33]>>[Cl:23][C:24]1[C:29]([Cl:30])=[CH:28][CH:27]=[CH:26][C:25]=1[NH:31][C:32]([N:17]1[CH2:18][CH2:19][N:14]([C:11]2[N:12]=[CH:13][C:8]3[C:6](=[O:7])[C:5]([C:20]([OH:22])=[O:21])=[CH:4][N:3]([CH2:2][CH3:1])[C:9]=3[N:10]=2)[CH2:15][CH2:16]1)=[S:33]. Yields the product ClC1=C(C=CC=C1Cl)NC(=S)N1CCN(CC1)C=1N=CC2=C(N1)N(C=C(C2=O)C(=O)O)CC (2-(4-{[(2,3-dichlorophenyl)amino]carbonothioyl}-1-piperazinyl)-8-ethyl-5-oxo-5,8-dihydropyrido[2,3-d]pyrimidine-6-carboxylic acid). Procedure details: Pipemidic acid (51 mg, 0.168 mmol) and 2,3-dichlorophenyl isothiocyanate (20 μL, 0.141 mmol) were used. Purification on silica yielded compound 15 in table 1, below (15.5 mg, 22%). 1H NMR (300 MHz, DMSO) δ 9.03 (s, 1H), 8.78 (s, 1H), 7.53 (d, J=7.43 Hz, 1H), 7.41-7.26 (m, 2H), 4.51-3.90 (m, 10H), 1.43-1.27 (m, 3H) ppm. Reactants: CN(C)C=Cc1ccn(-c2ccoc2)c(=O)c1, [O-][I+3]([O-])([O-])[O-], [Na+], C1CCOC1. The product is O=Cc1ccn(-c2ccoc2)c(=O)c1. RXN SMILES: [CH3:1][N:2]([CH3:3])[CH:17]=[CH:4][c:5]1[cH:6][c:7](=[O:16])[n:8](-[c:11]2[cH:12][o:13][cH:14][cH:15]2)[cH:9][cH:10]1.[I+3:18]([O-:19])([O-:20])([O-:21])[O-:22].[Na+:23].[O:24]1[CH2:25][CH2:26][CH2:27][CH2:28]1>>[CH:4]([c:5]1[cH:6][c:7](=[O:16])[n:8](-[c:11]2[cH:12][o:13][cH:14][cH:15]2)[cH:9][cH:10]1)=[O:19]. The reactants are C(C)(=O)OC(C(=O)O)C1=CC(=C(C(=C1)OC)OC)OC (α-acetoxy-3,4,5-trimethoxyphenyl-acetic acid), C(=O)(N1C=NC=C1)N1C=NC=C1 (1,1′-carbonyldiimidazole), CNCC1=CC2=C(C=C1)OCCO2 (N-methyl-3,4-ethylenedioxybenzylamine). The solvent is ClCCl (dichloromethane), ClCCl (dichloromethane). Run at time 2 hour. The product is COC=1C=C(C=C(C1OC)OC)C1(C(CCC(=O)NC)C=CC2=C1OCCO2)OC(C)=O (2-(3,4,5-trimethoxyphenyl)-2-acetoxy-N-methyl-N-3,4-ethylenedioxybenzylacetamide). Isolated yield 92.4%. Reaction SMILES: [C:1]([O:4][CH:5]([C:9]1[CH:14]=[C:13]([O:15][CH3:16])[C:12]([O:17][CH3:18])=[C:11]([O:19][CH3:20])[CH:10]=1)[C:6]([OH:8])=O)(=[O:3])[CH3:2].[C:21](N1C=CN=C1)([N:23]1C=CN=[CH:24]1)=[O:22].CNC[C:36]1[CH:41]=[CH:40][C:39]2O[CH2:43][CH2:44][O:45][C:38]=2[CH:37]=1>ClCCl>[CH3:20][O:19][C:11]1[CH:10]=[C:9]([C:5]2([O:4][C:1](=[O:3])[CH3:2])[C:6]3[O:8][CH2:43][CH2:44][O:45][C:38]=3[CH:37]=[CH:36][CH:41]2[CH2:40][CH2:39][C:21]([NH:23][CH3:24])=[O:22])[CH:14]=[C:13]([O:15][CH3:16])[C:12]=1[O:17][CH3:18]. Reported procedure: A solution of α-acetoxy-3,4,5-trimethoxyphenyl-acetic acid (5.0 g) in dichloromethane (40 ml) was reacted with 1,1′-carbonyldiimidazole (2.92 g) at room temperature for 30 minutes. The solution was refluxed for 30 minutes, after which N-methyl-3,4-ethylenedioxybenzylamine (3.26 g) dissolved in dichloromethane (10 ml) was added. The mixture was stirred at room temperature for 2 hours, after which it was washed with aqueous hydrochloric acid (20 ml, 1M) followed by aqueous sodium hydrogen carbonat... Reaction SMILES: Cl.[Cl:2][C:3]1[CH:7]=[C:6](C(O)=O)[N:5]([C:11]2[CH:12]=[N:13][CH:14]=[CH:15][CH:16]=2)[N:4]=1.C(OCC)(=O)C>CN(C)C=O.[OH-].[NH4+].O.[Cu]=O>[Cl:2][C:3]1[CH:7]=[CH:6][N:5]([C:11]2[CH:12]=[N:13][CH:14]=[CH:15][CH:16]=2)[N:4]=1 |f:0.1,4.5|. The yield is 73.4%. Procedure details: 3-Chloro-1-(pyridin-3-yl)-1H-pyrazole-5-carboxylic acid hydrochloride (1.00 g, 3.65 mmol) was stirred in N,N-dimethylformamide (10 mL). Copper(II) oxide (58.0 mg, 0.730 mmol) was added and the reaction was heated at 120° C. for 16 hours, at which point the reaction was ˜20% complete. Additional copper(II) oxide (112 mg, 1.46 mmol) was added and the reaction was stirred for 5 hours, at which point the reaction was complete by thin layer chromatography (TLC) [Eluent: ethyl acetate]. The mixture wa... Run at temperature 120 celsius, time 5 hour. Reactants: Cl.ClC1=NN(C(=C1)C(=O)O)C=1C=NC=CC1 (3-Chloro-1-(pyridin-3-yl)-1H-pyrazole-5-carboxylic acid hydrochloride), C(C)(=O)OCC (ethyl acetate). The reagents and catalysts are [Cu]=O (copper(II) oxide), [Cu]=O (Copper(II) oxide). Product: ClC1=NN(C=C1)C=1C=NC=CC1 (3-(3-chloro-1H-pyrazol-1-yl)pyridine). Run in CN(C=O)C (N,N-dimethylformamide), [OH-].[NH4+] (ammonium hydroxide), O (water).